The task is: describe an organic reaction: reactants, conditions, products, and yield. This data is from the Open Reaction Database (ORD), a public repository of structured organic reaction records. The reactants are C1(=CC=CC=C1)P(C1=CC=CC=C1)C1=CC=CC=C1 (Triphenylphosphine), C(Br)(Br)(Br)Br (CBr4), C(C)(C)(C)OC(=O)N(C(=O)OC(C)(C)C)C1=NC=C(C=N1)CO (2-[N,N-bis(tert-butoxycarbonyl)amino]-5-hydroxymethyl-pyrimidin). The solvent is ClCCl (dichloromethane), ClCCl (dichloromethane). Conditions: time 1 hour. Yields the product BrCC=1C=NC(=NC1)N(C(=O)OC(C)(C)C)C(=O)OC(C)(C)C (5-bromomethyl-2-[N,N-bis(tert-butoxycarbonyl)amino]-pyrimidin). Isolated yield 66.8%. Reaction SMILES: C1(P(C2C=CC=CC=2)C2C=CC=CC=2)C=CC=CC=1.[C:20]([Br:24])(Br)(Br)Br.[C:25]([O:29][C:30]([N:32]([C:40]1[N:45]=[CH:44][C:43](CO)=[CH:42][N:41]=1)[C:33]([O:35][C:36]([CH3:39])([CH3:38])[CH3:37])=[O:34])=[O:31])([CH3:28])([CH3:27])[CH3:26]>ClCCl>[Br:24][CH2:20][C:43]1[CH:42]=[N:41][C:40]([N:32]([C:33]([O:35][C:36]([CH3:39])([CH3:38])[CH3:37])=[O:34])[C:30]([O:29][C:25]([CH3:28])([CH3:27])[CH3:26])=[O:31])=[N:45][CH:44]=1. Procedure: Triphenylphosphine (2.71 g, 10.73 mmol) and CBr4 (4.89 g, 14.8 mmol) was added to a solution of 2-[N,N-bis(tert-butoxycarbonyl)amino]-5-hydroxymethyl-pyrimidin (3.20 g, 9.83 mmol) in dichloromethane (30 mL) at 0° C. The reaction mixture was stirred for 1 h and was then diluted with dichloromethane. The organic phase was washed with water, dried and concentrated under reduced pressure. Flash chromatography (CH2Cl2) gave 5-bromomethyl-2-[N,N-bis(tert-butoxycarbonyl)amino]-pyrimidin (2.55 g, 67%). Reactants: CC1=CC2=C(OC3=C(C(C2)=O)C=C(C=C3)SC)C=C1 (10,11-dihydro-2-methyl-8-methylthio-dibenz[b,f]oxepin-10-one), O (water), C(C)O (ethanol), [BH4-].[Na+] (sodium borohydride). Solvent: CO (methanol). Run at time 2 hour. Product: CC=1C=CC2=C(OC3=C(C(C2)O)C=C(C=C3)SC)C1 (10,11-dihydro-3-methyl-8-methylthio-dibenz[b,f]oxepin-10-ol). Reaction SMILES: C[C:2]1[CH:19]=[CH:18][C:5]2[O:6][C:7]3[CH:15]=[CH:14][C:13]([S:16][CH3:17])=[CH:12][C:8]=3[C:9](=[O:11])[CH2:10][C:4]=2[CH:3]=1.[CH2:20](O)C.[BH4-].[Na+].O>CO>[CH3:20][C:19]1[CH:2]=[CH:3][C:4]2[CH2:10][CH:9]([OH:11])[C:8]3[CH:12]=[C:13]([S:16][CH3:17])[CH:14]=[CH:15][C:7]=3[O:6][C:5]=2[CH:18]=1 |f:2.3|. Procedure details: 8.9 G. of 10,11-dihydro-2-methyl-8-methylthio-dibenz[b,f]oxepin-10-one are suspended in 65 ml. of ethanol and treated with a solution of 1.25 g. of sodium borohydride in 4.3 ml. of water. The mixture is stirred for 2 hours at room temperature. Then, 20 ml. of methanol are added thereto and the resulting mixture is heated at reflux for 15 minutes. Thereafter, the methanol and ethanol are removed by evaporation in vacuo. The residue is extracted with chloroform, the chloroform extracts are washed ... The reactants are CC(C)=O, CN1CCNC1=S, CI. The product is CSC1=NCCN1C, I. RXN SMILES: [CH3:10][C:11](=[O:12])[CH3:13].[CH3:1][N:2]1[C:3](=[S:7])[NH:4][CH2:5][CH2:6]1.[CH3:8][I:9]>>[CH3:1][N:2]1[C:3]([S:7][CH3:8])=[N:4][CH2:5][CH2:6]1.[IH:9]. Reactants: [H-].[Al+3].[Li+].[H-].[H-].[H-] (lithium aluminum hydride), CCOCC (ether), [H-].[Al+3].[Li+].[H-].[H-].[H-] (lithium aluminum hydride), NC1=NC=CC2=C1C=CO2 (4-aminofuro[3,2-c]pyridine), BrC1=CC(=C(S1)C)C(CBr)=O (5-bromo-3-bromoacetyl-2-methylthiophene). Run in O1CCCC1 (tetrahydrofuran), O1CCCC1 (tetrahydrofuran). Product: BrC1=CC(=C(S1)C)C=1N=C2N(C=CC3=C2C=CO3)C1 (2-(5-bromo-2-methyl-3-thienyl)furo[3,2-c]imidazo[1,2-a]pyridine), CC=1SC=CC1C=1N=C2N(C=CC3=C2C=CO3)C1 (2-(2-Methyl-3-thienyl)furo[3,2-c]imidazo[1,2-a]pyridine). RXN SMILES: [NH2:1][C:2]1[C:7]2[CH:8]=[CH:9][O:10][C:6]=2[CH:5]=[CH:4][N:3]=1.[Br:11][C:12]1[S:16][C:15]([CH3:17])=[C:14]([C:18](=O)[CH2:19]Br)[CH:13]=1.[H-].[Al+3].[Li+].[H-].[H-].[H-].CCOCC>O1CCCC1>[Br:11][C:12]1[S:16][C:15]([CH3:17])=[C:14]([C:18]2[N:1]=[C:2]3[C:7]4[CH:8]=[CH:9][O:10][C:6]=4[CH:5]=[CH:4][N:3]3[CH:19]=2)[CH:13]=1.[CH3:17][C:15]1[S:16][CH:12]=[CH:13][C:14]=1[C:18]1[N:1]=[C:2]2[C:7]3[CH:8]=[CH:9][O:10][C:6]=3[CH:5]=[CH:4][N:3]2[CH:19]=1 |f:2.3.4.5.6.7|. Procedure details: A solution of 6.1 g of 2-(5-bromo-2-methyl-3-thienyl)furo[3,2-c]imidazo[1,2-a]pyridine, which was prepared by the reaction of 4-aminofuro[3,2-c]pyridine and 5-bromo-3-bromoacetyl-2-methylthiophene in a similar manner to that of aforementioned Preparation 7, in 50 ml of tetrahydrofuran was added dropwise to a solution of 3.5 g of lithium aluminum hydride in 50 ml of tetrahydrofuran. When addition was complete, the mixture was refluxed for 2 hours. After being cooled, excessive lithium aluminum hy...